Dataset: the Open Reaction Database (ORD), a public repository of structured organic reaction records. Task: describe an organic reaction: reactants, conditions, products, and yield The reactants are C(C)(C)(C)OC(=O)N1CCN(CC1)C1=CC(=C(C=C1)[N+](=O)[O-])F (4-(3-fluoro-4-nitro-phenyl)-piperazine-1-carboxylic acid tert-butyl ester), [H][H] (hydrogen). The reagents and catalysts are [Pd] (palladium on carbon). Run in C(C)(=O)OCC (ethyl acetate). The product is C(C)(C)(C)OC(=O)N1CCN(CC1)C1=CC(=C(C=C1)N)F (4-(4-amino-3-fluoro-phenyl)-piperazine-1-carboxylic acid tert-butyl ester). Yield: 100.5%. Reaction SMILES: [C:1]([O:5][C:6]([N:8]1[CH2:13][CH2:12][N:11]([C:14]2[CH:19]=[CH:18][C:17]([N+:20]([O-])=O)=[C:16]([F:23])[CH:15]=2)[CH2:10][CH2:9]1)=[O:7])([CH3:4])([CH3:3])[CH3:2].[H][H]>C(OCC)(=O)C.[Pd]>[C:1]([O:5][C:6]([N:8]1[CH2:13][CH2:12][N:11]([C:14]2[CH:19]=[CH:18][C:17]([NH2:20])=[C:16]([F:23])[CH:15]=2)[CH2:10][CH2:9]1)=[O:7])([CH3:4])([CH3:2])[CH3:3]. Procedure details: The solution of 4-(3-fluoro-4-nitro-phenyl)-piperazine-1-carboxylic acid tert-butyl ester (2.1 g, 6.4 mmol) in ethyl acetate (20 mL) in the presence of 10% palladium on carbon was shaken under the hydrogen with a pressure of 50 psi at room temperature for 2 hr. The reaction mixture was filtered through a plug of celite and the filtration pad was washed with ethyl acetate. The organic layer was collected, concentrated, and dried to give 4-(4-amino-3-fluoro-phenyl)-piperazine-1-carboxylic acid ter...